Dataset: the Open Reaction Database (ORD), a public repository of structured organic reaction records. Task: describe an organic reaction: reactants, conditions, products, and yield The reactants are ClC1=CC=C(C=N1)N[C@@H]1C2CN3CC(CC1C3)C2 ((4r)-4-N-(6-Chloropyridin-3-yl)-1-azatricyclo[3.3.1.13,7]decan-4-amine), N (NH3). As a reaction SMILES: [Cl:1][C:2]1[N:7]=[CH:6][C:5]([NH:8][C@H:9]2[CH:16]3[CH2:17][N:12]4[CH2:13][CH:14]([CH2:18][CH:10]2[CH2:11]4)[CH2:15]3)=[CH:4][CH:3]=1.N>>[ClH:1].[ClH:1].[ClH:1].[Cl:1][C:2]1[N:7]=[CH:6][C:5]([NH:8][C@H:9]2[CH:16]3[CH2:17][N:12]4[CH2:13][CH:14]([CH2:18][CH:10]2[CH2:11]4)[CH2:15]3)=[CH:4][CH:3]=1 |f:2.3.4.5|. Yields the product Cl.Cl.Cl.ClC1=CC=C(C=N1)N[C@@H]1C2CN3CC(CC1C3)C2 ((4r)-4-N-(6-Chloropyridin-3-yl)-1-azatricyclo[3.3.1.13,7]decan-4-amine trihydrochloride). Procedure details: Prepared from the product of Example 65B (100 mg, 0.38 mmol) according to Method H: 1H NMR (300 MHz, methanol-D4) δ ppm 2.08-2.52 (m, 7H), 3.40-3.61 (m, 4H), 3.75-3.90 (m, 3H), 7.54-7.68 (m, 2H), 8.03 (d, J=3.0 Hz, 1H). MS (DCI/NH3) m/z=264/266 (M+H)+. Anal. Calcd. for C14H18ClN3.3.15HCl.1.2H2O: C, 42.01; H, 5.93; N, 10.50. Found: C, 42.29; H, 5.56; N, 10.10. The reactants are COC1=CC2=C(NC(CN(C2)C(C(F)(F)F)=O)=O)C=C1[N+](=O)[O-] (7-methoxy-8-nitro-4-(2,2,2-trifluoro-acetyl)-1,3,4,5-tetrahydro-benzo[e][1,4]diazepin-2-one), N.CO (NH3 MeOH). The solvent is CO (methanol). Yields the product COC1=CC2=C(NC(CNC2)=O)C=C1[N+](=O)[O-] (7-methoxy-8-nitro-1,3,4,5-tetrahydro-benzo[e][1,4]diazepin-2-one). The yield is 95.8%. Reaction SMILES: [CH3:1][O:2][C:3]1[C:20]([N+:21]([O-:23])=[O:22])=[CH:19][C:6]2[NH:7][C:8](=[O:18])[CH2:9][N:10](C(=O)C(F)(F)F)[CH2:11][C:5]=2[CH:4]=1.N.CO>CO>[CH3:1][O:2][C:3]1[C:20]([N+:21]([O-:23])=[O:22])=[CH:19][C:6]2[NH:7][C:8](=[O:18])[CH2:9][NH:10][CH2:11][C:5]=2[CH:4]=1 |f:1.2|. Procedure: To a solution of 7-methoxy-8-nitro-4-(2,2,2-trifluoro-acetyl)-1,3,4,5-tetrahydro-benzo[e][1,4]diazepin-2-one (1.10 g, 3.3 mmol) in methanol (10 mL) cooled in an ice-water bath was added 7M NH3/MeOH (10 mL, 70 mmol). The mixture was stirred while being allowed to warm slowly to room temperature over 1.5 hours, concentrated on a rotary evaporator, and purified by flash chromatography over silica gel (0-20% MeOH/DCM) to afford 7-methoxy-8-nitro-1,3,4,5-tetrahydro-benzo[e][1,4]diazepin-2-one (0.75 g... Starting materials: N1=C(C=CC=C1)CCN (2-(pyridine-2-yl) ethanamine), C(C)OC1=CC=C(C=C1)N=C=O (1-ethoxy-4-isocyanatobenzene). Yields the product C(C)OC1=CC=C(C=C1)NC(=O)NCCC1=NC=CC=C1 (1-(4-ethoxyphenyl)-3-(2-(pyridine-2-yl)ethyl)urea). Isolated yield 95.0%. As a reaction SMILES: [N:1]1[CH:6]=[CH:5][CH:4]=[CH:3][C:2]=1[CH2:7][CH2:8][NH2:9].[CH2:10]([O:12][C:13]1[CH:18]=[CH:17][C:16]([N:19]=[C:20]=[O:21])=[CH:15][CH:14]=1)[CH3:11]>>[CH2:10]([O:12][C:13]1[CH:18]=[CH:17][C:16]([NH:19][C:20]([NH:9][CH2:8][CH2:7][C:2]2[CH:3]=[CH:4][CH:5]=[CH:6][N:1]=2)=[O:21])=[CH:15][CH:14]=1)[CH3:11]. Procedure details: Prepared in a similar manner to example 158 using 2-(pyridine-2-yl) ethanamine and 1-ethoxy-4-isocyanatobenzene. Yield: 95%. mp: 163-164° C. 1H NMR (500 MHz, CDCl3): δ 1.43 (t, 3H), 3.03 (t, 2H), 3.68 (t, 2H), 4.03 (q, 2H), 5.69 (br s, 1H), 6.45 (br s, 1H), 6.84 (m, 2H), 7.14 (m, 3H), 7.20 (d, 1H), 7.64 (dt, 1H), 8.43 (dd, 1H). MS (M+H, 286). Reactants: [O-]S(=O)(=O)[O-].[Na+].[Na+] (Na2SO4), [H-].[H-].[H-].[H-].[Li+].[Al+3] (LAH), C(C)OC(CC1=CC(=C(C=C1)OC)Br)=O (ethyl(3-bromo-4-methoxyphenyl)acetate). Run in C1CCOC1 (THF), C1CCOC1 (THF). Reaction conditions: temperature 0 celsius, time 1 hour. Yields the product BrC=1C=C(C=CC1OC)CCO (2-(3-bromo-4-methoxyphenyl)ethanol). Yield: 76.0%. Reaction SMILES: [H-].[H-].[H-].[H-].[Li+].[Al+3].C([O:9][C:10](=O)[CH2:11][C:12]1[CH:17]=[CH:16][C:15]([O:18][CH3:19])=[C:14]([Br:20])[CH:13]=1)C.[O-]S([O-])(=O)=O.[Na+].[Na+]>C1COCC1>[Br:20][C:14]1[CH:13]=[C:12]([CH2:11][CH2:10][OH:9])[CH:17]=[CH:16][C:15]=1[O:18][CH3:19] |f:0.1.2.3.4.5,7.8.9|. Procedure: To a solution of 10.7 g of LAH in THF (600 ml) was added dropwise a solution of 70.0 g of ethyl(3-bromo-4-methoxyphenyl)acetate in THF (200 ml) at an internal temperature of −12 to −3° C. After stirring at an internal of 0° C. or lower for one hour, Na2SO4/10 hydrate was added slowly. After foaming ended, filtration was carried out. The filtrate was concentrated under reduced pressure to obtain 45.0 g of the title compound (light yellow oil). Reactants: S(O)(O)(=O)=O (sulphuric acid), O1C(CCCC1)OC=1C=C(C=C(C1)OC1OCCCC1)C=CC=1C=C(C=CC1)C=CCCCCC(C)(O)C (8-(3-{2-[3,5-bis(tetrahydropyran-2-yloxy)phenyl]vinyl}phenyl)-2-methyloct-7-en-2-ol). Run in O (water), C1CCOC1 (THF). Product: OC(CCCCC=CC=1C=C(C=CC1)C=CC=1C=C(C=C(C1)O)O)(C)C (5-{2-[3-(7-Hydroxy-7-methyloct-1-enyl)phenyl]vinyl}-benzene-1,3-diol). As a reaction SMILES: S(=O)(=O)(O)O.O1CCCCC1[O:12][C:13]1[CH:14]=[C:15]([CH:26]=[CH:27][C:28]2[CH:29]=[C:30]([CH:34]=[CH:35][CH2:36][CH2:37][CH2:38][CH2:39][C:40]([CH3:43])([OH:42])[CH3:41])[CH:31]=[CH:32][CH:33]=2)[CH:16]=[C:17]([O:19]C2CCCCO2)[CH:18]=1>C1COCC1.O>[OH:42][C:40]([CH3:43])([CH3:41])[CH2:39][CH2:38][CH2:37][CH2:36][CH:35]=[CH:34][C:30]1[CH:29]=[C:28]([CH:27]=[CH:26][C:15]2[CH:14]=[C:13]([OH:12])[CH:18]=[C:17]([OH:19])[CH:16]=2)[CH:33]=[CH:32][CH:31]=1. Procedure: In a manner similar to Example 25(d), by reacting 0.037 ml of concentrated sulphuric acid with 374 mg (0.72 mmol) of 8-(3-{2-[3,5-bis(tetrahydropyran-2-yloxy)phenyl]vinyl}phenyl)-2-methyloct-7-en-2-ol in 4 ml of THF and 2 ml of water, after purification on a silica column (ethyl acetate 40-heptane 60), a beige powder (m=40 mg; Y=16%) is obtained. m.p.=152-4° C. Starting materials: C1CCOC1, C[Si](C)(C)[N-][Si](C)(C)C, COC(=O)C(CC1CCCCC1)OS(=O)(=O)C(F)(F)F, FC(F)(F)c1c[nH]cn1, [Li+]. Yields the product COC(=O)C(CC1CCCCC1)n1cnc(C(F)(F)F)c1. Reaction SMILES: [CH2:40]1[O:41][CH2:42][CH2:43][CH2:44]1.[CH3:10][Si:11]([CH3:12])([CH3:13])[N-:14][Si:15]([CH3:16])([CH3:17])[CH3:18].[CH:20]1([CH2:26][CH:27]([C:28](=[O:29])[O:30][CH3:31])[O:32][S:33]([C:34]([F:35])([F:36])[F:37])(=[O:38])=[O:39])[CH2:21][CH2:22][CH2:23][CH2:24][CH2:25]1.[F:1][C:2]([c:3]1[n:4][cH:5][nH:6][cH:7]1)([F:8])[F:9].[Li+:19]>>[F:1][C:2]([c:3]1[n:4][cH:5][n:6]([CH:27]([CH2:26][CH:20]2[CH2:21][CH2:22][CH2:23][CH2:24][CH2:25]2)[C:28](=[O:29])[O:30][CH3:31])[cH:7]1)([F:8])[F:9].